Dataset: the Open Reaction Database (ORD), a public repository of structured organic reaction records. Task: describe an organic reaction: reactants, conditions, products, and yield The reactants are C(C)OC1=CC=C(C(=O)N2CC3=C(N=NC(=C3)Cl)CC2)C=C1 (6-(p-ethoxybenzoyl)-3-chloro-5,6,7,8-tetrahydropyrido[4,3-c]pyridazine), O.NN (hydrazine hydrate). The product is C(C)OC1=CC=C(C(=O)N2CC3=C(N=NC(=C3)NN)CC2)C=C1 (6-(p-Ethoxybenzoyl)-3-hydrazino-5,6,7,8-tetrahydropyrido[4,3-c]pyridazine). RXN SMILES: [CH2:1]([O:3][C:4]1[CH:22]=[CH:21][C:7]([C:8]([N:10]2[CH2:20][CH2:19][C:13]3[N:14]=[N:15][C:16](Cl)=[CH:17][C:12]=3[CH2:11]2)=[O:9])=[CH:6][CH:5]=1)[CH3:2].O.[NH2:24][NH2:25]>>[CH2:1]([O:3][C:4]1[CH:22]=[CH:21][C:7]([C:8]([N:10]2[CH2:20][CH2:19][C:13]3[N:14]=[N:15][C:16]([NH:24][NH2:25])=[CH:17][C:12]=3[CH2:11]2)=[O:9])=[CH:6][CH:5]=1)[CH3:2] |f:1.2|. Reported procedure: 11.1 g of 6-(p-ethoxybenzoyl)-3-chloro-5,6,7,8-tetrahydropyrido[4,3-c]pyridazine and 60 cc of hydrazine hydrate are stirred at a bath temperature of 100° for 1 hour and 40 minutes. The title compound has a M.P. of 171°-173° (decomp., from absolute ethanol). The reactants are [Ba+2], CCOC(=O)N1CCC(NS(=O)C(C)(C)C)CC1, CC(C)O, CO, [OH-], [OH-], O. Reaction SMILES: [Ba+2:20].[C:1]([CH3:2])([CH3:3])([CH3:4])[S:5](=[O:6])[NH:7][CH:8]1[CH2:9][CH2:10][N:11]([C:14]([O:15][CH2:16][CH3:17])=[O:18])[CH2:12][CH2:13]1.[CH3:22][CH:23]([OH:24])[CH3:25].[CH3:27][OH:28].[OH-:19].[OH-:21].[OH2:26]>>[C:1]([CH3:2])([CH3:3])([CH3:4])[S:5](=[O:6])[NH:7][CH:8]1[CH2:9][CH2:10][NH:11][CH2:12][CH2:13]1. Product: CC(C)(C)S(=O)NC1CCNCC1.